Dataset: the Open Reaction Database (ORD), a public repository of structured organic reaction records. Task: describe an organic reaction: reactants, conditions, products, and yield Starting materials: CC1CC(=O)NN=C1c1ccc(NCc2ccccc2)c([N+](=O)[O-])c1, CCO, NN, O. The product is CC1CC(=O)NN=C1c1ccc(NCc2ccccc2)c(N)c1. Reaction SMILES: [CH3:1][CH:2]1[CH2:3][C:4](=[O:25])[NH:5][N:6]=[C:7]1[c:8]1[cH:9][c:10]([N+:22]([O-:23])=[O:24])[c:11]([NH:14][CH2:15][c:16]2[cH:17][cH:18][cH:19][cH:20][cH:21]2)[cH:12][cH:13]1.[CH3:29][CH2:30][OH:31].[NH2:27][NH2:28].[OH2:26]>>[CH3:1][CH:2]1[CH2:3][C:4](=[O:25])[NH:5][N:6]=[C:7]1[c:8]1[cH:9][c:10]([NH2:22])[c:11]([NH:14][CH2:15][c:16]2[cH:17][cH:18][cH:19][cH:20][cH:21]2)[cH:12][cH:13]1.